Dataset: the Open Reaction Database (ORD), a public repository of structured organic reaction records. Task: describe an organic reaction: reactants, conditions, products, and yield Reaction SMILES: [CH2:1]([CH3:2])[O:3][C:4]([CH:5]([C:6](=[O:7])[NH:8][O:9][CH2:10][c:11]1[cH:12][cH:13][cH:14][cH:15][cH:16]1)[CH2:17][c:18]1[cH:19][cH:20][cH:21][cH:22][cH:23]1)=[O:24].[CH2:27]1[O:28][CH2:29][CH2:30][CH2:31]1.[CH3:32][OH:33].[Na+:26].[OH-:25].[OH2:34]>>[O:3]=[C:4]([CH:5]([C:6](=[O:7])[NH:8][O:9][CH2:10][c:11]1[cH:12][cH:13][cH:14][cH:15][cH:16]1)[CH2:17][c:18]1[cH:19][cH:20][cH:21][cH:22][cH:23]1)[OH:24]. The product is O=C(O)C(Cc1ccccc1)C(=O)NOCc1ccccc1. Starting materials: CCOC(=O)C(Cc1ccccc1)C(=O)NOCc1ccccc1, C1CCOC1, CO, [Na+], [OH-], O.